Dataset: the Open Reaction Database (ORD), a public repository of structured organic reaction records. Task: describe an organic reaction: reactants, conditions, products, and yield Reactants: C(=C)C1C(C1)(C(=O)OC)C(=O)OC (Dimethyl 2-vinylcyclopropane-1,1-dicarboxylate), O1C=C(C=C1)CO ((3-furyl)carbinol). Reagents/catalysts: C1(O)=CC=C(O)C=C1 (hydroquinone), C(C)(=O)[O-].[Ca+2].C(C)(=O)[O-] (calcium acetate), C(C)(=O)[O-].C(C)(=O)[O-].C(CCC)[Sn+2]CCCC (dibutyltin diacetate). Solvent: CO (methanol). Yields the product C(=C)C1C(C1)(C(=O)OC)C(=O)OCC1=COC=C1 (methyl (3-furyl)methyl 2-vinylcyclopropane-1,1-dicarboxylate). Isolated yield 57.4%. As a reaction SMILES: [CH:1]([CH:3]1[CH2:5][C:4]1([C:10]([O:12][CH3:13])=[O:11])[C:6]([O:8][CH3:9])=[O:7])=[CH2:2].[O:14]1[CH:18]=[CH:17][C:16](CO)=[CH:15]1>C1(C=CC(O)=CC=1)O.C([O-])(=O)C.[Ca+2].C([O-])(=O)C.C([O-])(=O)C.C([O-])(=O)C.C([Sn+2]CCCC)CCC.CO>[CH:1]([CH:3]1[CH2:5][C:4]1([C:10]([O:12][CH2:13][C:16]1[CH:17]=[CH:18][O:14][CH:15]=1)=[O:11])[C:6]([O:8][CH3:9])=[O:7])=[CH2:2] |f:3.4.5,6.7.8|. Reported procedure: Dimethyl 2-vinylcyclopropane-1,1-dicarboxylate (79.5 g; 0.432 mol) was combined with 21.2 g (0.216 mol) (3-furyl)carbinol and heated to 165°-183° C. in the presence of 1.0 g hydroquinone, 1.0 g calcium acetate and 0.75 g dibutyltin diacetate. When the transalcoholysis was essentially complete, as determined by the amount of methanol recovered, heating was terminated. Gas chromatographic analysis of the reaction mixture confirmed that essentially all of the (3-furyl)carbinol was consumed. The rea... The reactants are C[Mg]Br (methylmagnesium bromide), ClC1=C(C#N)C=CC(=C1)C=1C=NC=CC1C=O (2-chloro-4-(4-formylpyridin-3-yl)benzonitrile). The solvent is C1CCOC1 (THF). Reaction conditions: temperature 0 celsius. The product is ClC1=C(C#N)C=CC(=C1)C=1C=NC=CC1C(C)O (2-chloro-4-(4-(1-hydroxyethyl)pyridin-3-yl)benzonitrile). Yield: 89.4%. RXN SMILES: [CH3:1][Mg]Br.[Cl:4][C:5]1[CH:12]=[C:11]([C:13]2[CH:14]=[N:15][CH:16]=[CH:17][C:18]=2[CH:19]=[O:20])[CH:10]=[CH:9][C:6]=1[C:7]#[N:8]>C1COCC1>[Cl:4][C:5]1[CH:12]=[C:11]([C:13]2[CH:14]=[N:15][CH:16]=[CH:17][C:18]=2[CH:19]([OH:20])[CH3:1])[CH:10]=[CH:9][C:6]=1[C:7]#[N:8]. Reported procedure: A solution of methylmagnesium bromide (519 μl, 1.558 mmol) was added dropwise to a solution of 2-chloro-4-(4-formylpyridin-3-yl)benzonitrile (126 mg, 0.519 mmol) in dry THF (15 mL) at −50° C. The resulting mixture was slowly warmed up to 0° C. during 2 hr. The reaction was quenched by NH4Cl (solution). After extraction with CH2Cl2, dry over Na2SO4, filtration, concentration again, the residue was purified by column (CH2Cl2-MeOH, v/v, 1-3.5%) and yielded 120 mg of 2-chloro-4-(4-(1-hydroxyethyl)py... The reactants are N1N=CC=C1 (pyrazole), ClC=1N=C(C2=C(N1)SC=C2C)NCC2=CC1=C(C=C2)OCCO1 (2-chloro-5-methyl-4-(3,4-ethylendioxybenzylamino)-thieno-[2,3-d]-pyrimidine). Product: N1(N=CC=C1)C=1N=C(C2=C(N1)SC=C2C)NCC2=CC1=C(C=C2)OCCO1 (2-(pyrazol-1-yl)-5-methyl-4-(3,4-ethylendioxybenzylamino)-thieno-[2,3-d]-pyrimidine). As a reaction SMILES: [NH:1]1[CH:5]=[CH:4][CH:3]=[N:2]1.Cl[C:7]1[N:8]=[C:9]([NH:17][CH2:18][C:19]2[CH:24]=[CH:23][C:22]3[O:25][CH2:26][CH2:27][O:28][C:21]=3[CH:20]=2)[C:10]2[C:15]([CH3:16])=[CH:14][S:13][C:11]=2[N:12]=1>>[N:1]1([C:7]2[N:8]=[C:9]([NH:17][CH2:18][C:19]3[CH:24]=[CH:23][C:22]4[O:25][CH2:26][CH2:27][O:28][C:21]=4[CH:20]=3)[C:10]3[C:15]([CH3:16])=[CH:14][S:13][C:11]=3[N:12]=2)[CH:5]=[CH:4][CH:3]=[N:2]1. Procedure details: Following the procedure of Example 97, the reaction of pyrazole with 2-chloro-5-methyl-4-(3,4-ethylendioxybenzylamino)-thieno-[2,3-d]-pyrimidine gives 2-(pyrazol-1-yl)-5-methyl-4-(3,4-ethylendioxybenzylamino)-thieno-[2,3-d]-pyrimidine. Reactants: CC(C)(C)OC(=O)N1CCC(c2ncnc3cc(OCCCc4nnn[nH]4)ccc23)CC1, COc1ccccc1, O=C(O)C(F)(F)F, CC(C)Oc1ccc(NC(=O)Oc2ccc([N+](=O)[O-])cc2)cc1, c1ccncc1. The product is CC(C)Oc1ccc(NC(=O)N2CCC(c3ncnc4cc(OCCCc5nnn[nH]5)ccc34)CC2)cc1. As a reaction SMILES: [C:1]([O:2][C:6](=[O:7])[N:8]1[CH2:9][CH2:10][CH:11]([c:14]2[n:15][cH:16][n:17][c:18]3[cH:19][c:20]([O:24][CH2:25][CH2:26][CH2:27][c:28]4[n:29][n:30][n:31][nH:32]4)[cH:21][cH:22][c:23]23)[CH2:12][CH2:13]1)([CH3:3])([CH3:4])[CH3:5].[CH3:40][O:41][c:42]1[cH:43][cH:44][cH:45][cH:46][cH:47]1.[F:33][C:34]([F:35])([F:36])[C:37]([OH:38])=[O:39].[N+:48]([c:49]1[cH:50][cH:51][c:52]([O:53][C:54](=[O:55])[NH:59][c:60]2[cH:61][cH:62][c:63]([O:66][CH:67]([CH3:68])[CH3:69])[cH:64][cH:65]2)[cH:56][cH:57]1)([O-:58])=[O:70].[cH:71]1[cH:72][cH:73][n:74][cH:75][cH:76]1>>[C:6](=[O:7])([N:8]1[CH2:9][CH2:10][CH:11]([c:14]2[n:15][cH:16][n:17][c:18]3[cH:19][c:20]([O:24][CH2:25][CH2:26][CH2:27][c:28]4[n:29][n:30][n:31][nH:32]4)[cH:21][cH:22][c:23]23)[CH2:12][CH2:13]1)[NH:59][c:60]1[cH:61][cH:62][c:63]([O:66][CH:67]([CH3:68])[CH3:69])[cH:64][cH:65]1.